This data is from the Open Reaction Database (ORD), a public repository of structured organic reaction records. The task is: describe an organic reaction: reactants, conditions, products, and yield Starting materials: BrC=1C=C2C(=C(C=NC2=CC1)C(=O)C1CC1)NC=1C=CC(=NC1)N1CCN(CC1)C(=O)OC(C)(C)C (tert-butyl 4-(5-(6-bromo-3-(cyclopropanecarbonyl)quinolin-4-ylamino)pyridin-2-yl)piperazine-1-carboxylate), ClC1=C(C(=CC(=C1)B1OC(C(O1)(C)C)(C)C)F)O (2-chloro-6-fluoro-4-(4,4,5,5-tetramethyl-1,3,2-dioxaborolan-2-yl)phenol). The product is ClC=1C=C(C=C(C1O)F)C=1C=C2C(=C(C=NC2=CC1)C(=O)C1CC1)NC=1C=NC(=CC1)N1CCNCC1 ((6-(3-chloro-5-fluoro-4-hydroxyphenyl)-4-(6-(piperazin-1-yl)pyridin-3-ylamino)quinolin-3-yl)(cyclopropyl)methanone). Isolated yield 50.2%. RXN SMILES: Br[C:2]1[CH:3]=[C:4]2[C:9](=[CH:10][CH:11]=1)[N:8]=[CH:7][C:6]([C:12]([CH:14]1[CH2:16][CH2:15]1)=[O:13])=[C:5]2[NH:17][C:18]1[CH:19]=[CH:20][C:21]([N:24]2[CH2:29][CH2:28][N:27](C(OC(C)(C)C)=O)[CH2:26][CH2:25]2)=[N:22][CH:23]=1.[Cl:37][C:38]1[CH:43]=[C:42](B2OC(C)(C)C(C)(C)O2)[CH:41]=[C:40]([F:53])[C:39]=1[OH:54]>>[Cl:37][C:38]1[CH:43]=[C:42]([C:2]2[CH:3]=[C:4]3[C:9](=[CH:10][CH:11]=2)[N:8]=[CH:7][C:6]([C:12]([CH:14]2[CH2:15][CH2:16]2)=[O:13])=[C:5]3[NH:17][C:18]2[CH:23]=[N:22][C:21]([N:24]3[CH2:29][CH2:28][NH:27][CH2:26][CH2:25]3)=[CH:20][CH:19]=2)[CH:41]=[C:40]([F:53])[C:39]=1[OH:54]. Procedure: Following general procedure F, tert-butyl 4-(5-(6-bromo-3-(cyclopropanecarbonyl)quinolin-4-ylamino)pyridin-2-yl)piperazine-1-carboxylate (8.4 g, 15 mmol) was reacted with 2-chloro-6-fluoro-4-(4,4,5,5-tetramethyl-1,3,2-dioxaborolan-2-yl)phenol (5.0 g, 18 mmol) to obtain the protected intermediate which was subjected to general procedure A-2 to afford the desired product (3.9 g, 53% over 2 steps) as a yellow/orange solid: 1H NMR (300 MHz, MeOD) δ 9.26 (s, 1H), 8.07 (d, J=2.8 Hz, 1H), 7.89 (s, 2H),... The reactants are FC=1C=C(C=CC1F)[N+](=O)[O-] (3,4-difluoronitrobenzene), FC=1C=C(C=CC1F)[N+](=O)[O-] (3,4-difluoronitrobenzene), R-(+)-2-amino-1-butanol, C([O-])(O)=O.[Na+] (sodium bicarbonate). Solvent: C(C)O (ethanol). The product is FC1=C(C=CC(=C1)[N+](=O)[O-])N[C@@H](CO)CC ((2R)-(+)-2-(2-fluoro-4-nitrophenyl)amino-1-butanol). Reaction SMILES: [F:1][C:2]1[CH:3]=[C:4]([N+:9]([O-:11])=[O:10])[CH:5]=[CH:6][C:7]=1F.[C:12](=[O:15])(O)[O-].[Na+]>C(O)C>[F:1][C:2]1[CH:3]=[C:4]([N+:9]([O-:11])=[O:10])[CH:5]=[CH:6][C:7]=1[NH:9][C@H:4]([CH2:3][CH3:2])[CH2:12][OH:15] |f:1.2|. Procedure: A mixture of 118 g (0.74 mole) of 3,4-difluoronitrobenzene and 85 g (0.95 mole) of R-(+)-2-amino-1-butanol was dissolved in 400 mL of absolute ethanol. To this solution was then added 62.2 g (0.74 mole) of sodium bicarbonate. The suspension was stirred and heated at reflux temperature for 12 h when TLC indicated complete conversion of the 3,4-difluoronitrobenzene. After cooling to room temperature, the reaction mixture was filtered with the aid of additional ethanol and the ethanol was then evap... The reactants are ClCCCC1CCN(CC1)C(=O)OCC (ethyl 4-(3-chloropropyl)-1-piperidinecarboxylate), 15, Cl.O1C(=NCCC1)C1=CC=C(C=C1)O (4-(5,6-dihydro-4H-1,3-oxazin-2-yl)phenol hydrochloride), C([O-])([O-])=O.[K+].[K+] (potassium carbonate), ice water. Run in CN(C=O)C (N,N-dimethylformamide). Conditions: temperature 80 celsius, time 1 hour. Product: 18.8, O1C(=NCCC1)C1=CC=C(OCCCC2CCN(CC2)C(=O)OCC)C=C1 (ethyl 4-[3-[4-(5,6-dihydro-4H-1,3-oxazin-2-yl)phenoxy]propyl]-1-piperidinecarboxylate). The yield is 71.7%. RXN SMILES: Cl.[O:2]1[CH2:7][CH2:6][CH2:5][N:4]=[C:3]1[C:8]1[CH:13]=[CH:12][C:11]([OH:14])=[CH:10][CH:9]=1.C(=O)([O-])[O-].[K+].[K+].Cl[CH2:22][CH2:23][CH2:24][CH:25]1[CH2:30][CH2:29][N:28]([C:31]([O:33][CH2:34][CH3:35])=[O:32])[CH2:27][CH2:26]1>CN(C)C=O>[O:2]1[CH2:7][CH2:6][CH2:5][N:4]=[C:3]1[C:8]1[CH:13]=[CH:12][C:11]([O:14][CH2:22][CH2:23][CH2:24][CH:25]2[CH2:30][CH2:29][N:28]([C:31]([O:33][CH2:34][CH3:35])=[O:32])[CH2:27][CH2:26]2)=[CH:10][CH:9]=1 |f:0.1,2.3.4|. Reported procedure: A mixture of 15 parts of 4-(5,6-dihydro-4H-1,3-oxazin-2-yl)phenol hydrochloride, 29 parts of potassium carbonate and 180 parts of N,N-dimethylformamide was stirred for 1 hour at about 80° C. Then there were added 16.4 parts of ethyl 4-(3-chloropropyl)-1-piperidinecarboxylate and stirring was continued overnight at about 95° C. The reaction mixture was poured into ice water and the product was extracted with dichloromethane. The extract was dried, filtered and evaporated. The residue was purified... Reactants: C1(OCCO1)=O (ethylene carbonate), mixture, C(=O)=O (carbon dioxide), C(C)(C)(C)C1=C(C(=C(C=C1)N)C)N (3-tertiary-butyl-2,6-toluenediamine), C1(=C(C(=CC=C1)N)N)C (toluenediamine), C(=O)=O (carbon dioxide), C(=O)=O (carbon dioxide), C1(OCCO1)=O (ethylene carbonate), 80, C(C)(C)(C)C1=C(C=C(C(=C1)C)N)N (5-tertiary butyl-2,4-toluenediamine), CC(C)=C (isobutylene). The reagents and catalysts are H-Y zeolite. Run in C(C)(C)(C)C1=C(C(=C(C=C1)C)N)N (tertiary-butyl-toluenediamine), C(C)(C)(C)C1=C(C(=C(C=C1)C)N)N (tertiarybutyl-toluenediamine). Yields the product OCCC=1C(=C(C(=C(C1)C)N)N)C(C)(C)C (Hydroxyethyltertiarybutyl toluenediamine). RXN SMILES: [C:1]([C:5]1C=C(C)C(N)=CC=1N)(C)([CH3:3])[CH3:2].C(C1C=CC(N)=C(C)C=1N)(C)(C)C.C1(C)C=[CH:31][CH:30]=[C:29]([NH2:33])[C:28]=1[NH2:34].[CH3:36][C:37](=[CH2:39])[CH3:38].[C:40]1(=O)OCC[O:41]1.C(=O)=O>C(C1C=CC(C)=C(N)C=1N)(C)(C)C>[OH:41][CH2:40][CH2:39][C:37]1[C:38]([C:1]([CH3:5])([CH3:3])[CH3:2])=[C:28]([NH2:34])[C:29]([NH2:33])=[C:30]([CH3:31])[CH:36]=1. Procedure: A 1,000 ml three-neck, round bottom flask was charged with 178 grams (1 mole) of a mixture consisting of 80 parts by weight 5-tertiary butyl-2,4-toluenediamine and 20 parts of a 3-tertiary-butyl-2,6-toluenediamine mixture. The tertiary-butyl-toluenediamine was prepared by reacting an 80:20 toluenediamine commercial mix with isobutylene in the presence of an H-Y zeolite catalyst. After charging the tertiarybutyl-toluenediamine to the flask, 176 grams (2 moles) of ethylene carbonate were charged t... Starting materials: CN(C)c1ccncc1, COc1cc2nccc(Cl)c2cc1OC, Clc1ccccc1Cl, O=C(c1ccccc1)c1ccccc1O. The product is COc1cc2nccc(Oc3ccccc3C(=O)c3ccccc3)c2cc1OC. Reaction SMILES: [CH3:31][N:32]([CH3:33])[c:34]1[cH:35][cH:36][n:37][cH:38][cH:39]1.[Cl:1][c:2]1[cH:3][cH:4][n:5][c:6]2[cH:7][c:8]([O:14][CH3:15])[c:9]([O:12][CH3:13])[cH:10][c:11]12.[Cl:40][c:41]1[cH:42][cH:43][cH:44][cH:45][c:46]1[Cl:47].[OH:16][c:17]1[c:18]([C:19](=[O:20])[c:21]2[cH:22][cH:23][cH:24][cH:25][cH:26]2)[cH:27][cH:28][cH:29][cH:30]1>>[c:2]1([O:16][c:17]2[c:18]([C:19](=[O:20])[c:21]3[cH:22][cH:23][cH:24][cH:25][cH:26]3)[cH:27][cH:28][cH:29][cH:30]2)[cH:3][cH:4][n:5][c:6]2[cH:7][c:8]([O:14][CH3:15])[c:9]([O:12][CH3:13])[cH:10][c:11]12. The reactants are C1=CC=CC=2NC3=C(C=CC21)C=CC=C3 (5H-dibenz(b,f)azepine), solution, C(CCC)[Li] (n-butyllithium), solution, [N+](=O)(OCC(C)C)[O-] (isobutyl nitrate), C(C)(=O)O (acetic acid). The solvent is O (water), CCOCC (ether), CCCCCC (hexane), CCOCC (ether). Conditions: time 24 hour. Product: NC1=CC=CC2=C1NC1=C(C=C2)C=CC=C1 (4-Amino-5H-dibenz[b,f]azepine). Isolated yield 4.2%. Reaction SMILES: [CH:1]1[C:11]2[CH:10]=[CH:9][C:8]3[CH:12]=[CH:13][CH:14]=[CH:15][C:7]=3[NH:6][C:5]=2[CH:4]=[CH:3][CH:2]=1.C([Li])CCC.[N+:21]([O-])(OCC(C)C)=O.C(O)(=O)C>CCOCC.CCCCCC.O>[NH2:21][C:4]1[C:5]2[NH:6][C:7]3[CH:15]=[CH:14][CH:13]=[CH:12][C:8]=3[CH:9]=[CH:10][C:11]=2[CH:1]=[CH:2][CH:3]=1. Reported procedure: 1 g (5.2 mmol) of 5H-dibenz(b,f)azepine was suspended in 40 ml of dry ether and 9.7 ml (15.5 mmol) of a 1.6M solution of n-butyllithium in hexane was dropped thereinto under stirring at room temperature. After 24 hours, the reaction mixture was cooled in a dry ice-acetone bath and 2 ml of a solution of 0.93 g (7.8 mmol) of isobutyl nitrate in dry ether was dropped thereinto. After stirring at room temperature for 30 minutes, 2 ml of acetic acid was added thereto. Then the reaction mixture was po...